This data is from the Open Reaction Database (ORD), a public repository of structured organic reaction records. The task is: describe an organic reaction: reactants, conditions, products, and yield Reactants: Cl.C(C)(C)N1CCN(CC1)CC(=O)O (2-(4-isopropylpiperazin-1-yl)acetic acid hydrochloride), N[C@H](C(=O)NC1=CC=C(C=C1)OC1=CC=C(C=C1)F)COCC1=CC=CC=C1 ((S)-2-amino-3-(benzyloxy)-N-(4-(4-fluorophenoxy)phenyl)propanamide). Product: Compound III, C(C1=CC=CC=C1)OC[C@@H](C(=O)NC1=CC=C(C=C1)OC1=CC=C(C=C1)F)NC(CN1CCN(CC1)C(C)C)=O ((S)-3-(benzyloxy)-N-(4-(4-fluorophenoxy)phenyl)-2-(2-(4-isopropylpiperazin-1-yl)acetamido)propanamide). The yield is 45.1%. As a reaction SMILES: Cl.[CH:2]([N:5]1[CH2:10][CH2:9][N:8]([CH2:11][C:12]([OH:14])=O)[CH2:7][CH2:6]1)([CH3:4])[CH3:3].[NH2:15][C@@H:16]([CH2:34][O:35][CH2:36][C:37]1[CH:42]=[CH:41][CH:40]=[CH:39][CH:38]=1)[C:17]([NH:19][C:20]1[CH:25]=[CH:24][C:23]([O:26][C:27]2[CH:32]=[CH:31][C:30]([F:33])=[CH:29][CH:28]=2)=[CH:22][CH:21]=1)=[O:18]>>[CH2:36]([O:35][CH2:34][C@H:16]([NH:15][C:12](=[O:14])[CH2:11][N:8]1[CH2:7][CH2:6][N:5]([CH:2]([CH3:3])[CH3:4])[CH2:10][CH2:9]1)[C:17]([NH:19][C:20]1[CH:25]=[CH:24][C:23]([O:26][C:27]2[CH:32]=[CH:31][C:30]([F:33])=[CH:29][CH:28]=2)=[CH:22][CH:21]=1)=[O:18])[C:37]1[CH:42]=[CH:41][CH:40]=[CH:39][CH:38]=1 |f:0.1|. Procedure details: Proceeding as in Example 1, but substituting 2-(4-isopropylpiperazin-1-yl)acetic acid hydrochloride and (S)-2-amino-3-(benzyloxy)-N-(4-(4-fluorophenoxy)phenyl)propanamide, gave Compound III, (S)-3-(benzyloxy)-N-(4-(4-fluorophenoxy)phenyl)-2-(2-(4-isopropylpiperazin-1-yl)acetamido)propanamide (19.8 mg, 45.1%). Major isomer: 1H-NMR (400 MHz, DMSO-D6): σ 10.22 (s, 1H), 7.92 (d, 1H), 7.59 (d, 2H), 7.30 (m, 5H), 7.21 (t, 2H), 7.04-6.98 (m, 4H), 4.70 (m, 1H), 4.52 (s, 2H), 3.77 (m, 1H), 3.71 (m, 1H), ...